From a dataset of the Open Reaction Database (ORD), a public repository of structured organic reaction records. describe an organic reaction: reactants, conditions, products, and yield The reactants are FC(C(=O)O)(F)F (Trifluoroacetic acid), C(=O)NC=1SC=C(N1)C(C(=O)NC1[C@@H]2N(C(=CCS2)C(=O)OCC2=CC=C(C=C2)[N+](=O)[O-])C1=O)=NOCC(=O)OC(C)(C)C (4-nitrobenzyl 7-[2-(2-formamidothiazol-4-yl)-2-t-butoxycarbonylmethoxyiminoacetamido]-3-cephem-4-carboxylate). Solvent: C1(=CC=CC=C1)OC (anisole). Conditions: time 70 minute. Yields the product C(=O)NC=1SC=C(N1)C(C(=O)NC1[C@@H]2N(C(=CCS2)C(=O)OCC2=CC=C(C=C2)[N+](=O)[O-])C1=O)=NOCC(=O)O (4-nitrobenzyl 7-[2-(2-formamidothiazol-4-yl)-2-carboxymethoxyiminoacetamido]-3-cephem-4-carboxylate). Yield: 89.8%. RXN SMILES: FC(F)(F)C(O)=O.[CH:8]([NH:10][C:11]1[S:12][CH:13]=[C:14]([C:16](=[N:42][O:43][CH2:44][C:45]([O:47]C(C)(C)C)=[O:46])[C:17]([NH:19][CH:20]2[C:40](=[O:41])[N:22]3[C:23]([C:27]([O:29][CH2:30][C:31]4[CH:36]=[CH:35][C:34]([N+:37]([O-:39])=[O:38])=[CH:33][CH:32]=4)=[O:28])=[CH:24][CH2:25][S:26][C@H:21]23)=[O:18])[N:15]=1)=[O:9]>C1(OC)C=CC=CC=1>[CH:8]([NH:10][C:11]1[S:12][CH:13]=[C:14]([C:16](=[N:42][O:43][CH2:44][C:45]([OH:47])=[O:46])[C:17]([NH:19][CH:20]2[C:40](=[O:41])[N:22]3[C:23]([C:27]([O:29][CH2:30][C:31]4[CH:32]=[CH:33][C:34]([N+:37]([O-:39])=[O:38])=[CH:35][CH:36]=4)=[O:28])=[CH:24][CH2:25][S:26][C@H:21]23)=[O:18])[N:15]=1)=[O:9]. Reported procedure: Trifluoroacetic acid (40 ml.) was added to a suspension of 4-nitrobenzyl 7-[2-(2-formamidothiazol-4-yl)-2-t-butoxycarbonylmethoxyiminoacetamido]-3-cephem-4-carboxylate (syn isomer, 10 g.) in anisole (10 ml.) at 5° C., and stirred at room temperature for 70 minutes. After evaporating the solvent from the resultant mixture in vacuo, the residue was triturated with diethyl ether. The precipitates were collected by filtration and dried to give 4-nitrobenzyl 7-[2-(2-formamidothiazol-4-yl)-2-carboxyme... The reactants are O=C(O)C(Br)Cc1ccccc1, CC(O)=S, O=C([O-])[O-], [K+], [K+], [Na+], [OH-], O. Yields the product CC(=O)SC(Cc1ccccc1)C(=O)O. As a reaction SMILES: [Br:11][CH:12]([C:13](=[O:14])[OH:15])[CH2:16][c:17]1[cH:18][cH:19][cH:20][cH:21][cH:22]1.[C:1]([CH3:2])(=[S:3])[OH:4].[C:5](=[O:6])([O-:7])[O-:8].[K+:10].[K+:9].[Na+:25].[OH-:24].[OH2:23]>>[C:1]([CH3:2])([S:3][CH:12]([C:13](=[O:14])[OH:15])[CH2:16][c:17]1[cH:18][cH:19][cH:20][cH:21][cH:22]1)=[O:4]. Starting materials: O=C([O-])[O-], CN(C)C=O, O=C(c1c[nH]c2cc(Cl)ccc12)C(F)(F)F, CCCI, [K+], [K+]. Yields the product CCCn1cc(C(=O)C(F)(F)F)c2ccc(Cl)cc21. RXN SMILES: [C:17](=[O:18])([O-:19])[O-:20].[CH3:27][N:28]([CH3:29])[CH:30]=[O:31].[Cl:1][c:2]1[cH:3][cH:4][c:5]2[c:6]([C:11]([C:12]([F:13])([F:14])[F:15])=[O:16])[cH:7][nH:8][c:9]2[cH:10]1.[I:23][CH2:24][CH2:25][CH3:26].[K+:21].[K+:22]>>[Cl:1][c:2]1[cH:3][cH:4][c:5]2[c:6]([C:11]([C:12]([F:13])([F:14])[F:15])=[O:16])[cH:7][n:8]([CH2:24][CH2:25][CH3:26])[c:9]2[cH:10]1. Reactants: COC1=C(C(=C2C(OCC2=C1C)=O)OCOCCOC)C/C=C(/CCC(=O)OC)\C (methyl (E)-6-(1,3-dihydro-6-methoxy -4-methoxyethoxymethoxy-7-methyl-3-oxoisobenzofuran-5-yl)-4-methyl-4-hexenoate), [OH-].[Na+] (sodium hydroxide). Run in O (water), CO (methanol). Yields the product COC1=C(C(=C2C(OCC2=C1C)=O)OCOCCOC)C/C=C(/CCC(=O)O)\C ((E)-6-(1,3-dihydro-6-methoxy-4-methoxyethoxymethoxy -7-methyl-3-oxoisobenzofuran-5-yl)-4-methyl-4-hexenoic acid). Reaction SMILES: [CH3:1][O:2][C:3]1[C:11]([CH3:12])=[C:10]2[C:6]([C:7](=[O:13])[O:8][CH2:9]2)=[C:5]([O:14][CH2:15][O:16][CH2:17][CH2:18][O:19][CH3:20])[C:4]=1[CH2:21]/[CH:22]=[C:23](\[CH3:30])/[CH2:24][CH2:25][C:26]([O:28]C)=[O:27].[OH-].[Na+]>CO.O>[CH3:1][O:2][C:3]1[C:11]([CH3:12])=[C:10]2[C:6]([C:7](=[O:13])[O:8][CH2:9]2)=[C:5]([O:14][CH2:15][O:16][CH2:17][CH2:18][O:19][CH3:20])[C:4]=1[CH2:21]/[CH:22]=[C:23](\[CH3:30])/[CH2:24][CH2:25][C:26]([OH:28])=[O:27] |f:1.2|. Procedure details: To methyl (E)-6-(1,3-dihydro-6-methoxy -4-methoxyethoxymethoxy-7-methyl-3-oxoisobenzofuran-5-yl)-4-methyl-4-hexenoate (76.0 g) in methanol (300 ml) was added 1N aqueous sodium hydroxide (300 ml). After 11/2 hours the solution was diluted with water, washed twice with ether, then acidified with dilute hydrochloric acid. The acidified solution was extracted with ether, and the extract was dried and evaporated to give (E)-6-(1,3-dihydro-6-methoxy-4-methoxyethoxymethoxy -7-methyl-3-oxoisobenzofuran-... The reactants are [K+].F[B-](F)(F)c1ccc2ncccc2c1, BrC1=C(C)C=CC2=C1C=NN2C3CCCCO3. Reagents/catalysts: CC(C)(C)c1ccc(cc1)c2ccc(cc2)C(C)(C)C, CC(C)(C)P(C(C)(C)C)C(C)(C)C, CC(=O)[O-].CC(=O)[O-].[Pd+2]. The solvent is O, [H]O[H], CCC1=CC(CC)=CC=C1, CO, O, Cc1ccccc1, CCc1cc(CC)cc(CC)c1. Reaction conditions: temperature 100 celsius, pressure 100 bar, time 1 minute. Product: CC(C=C1)=C(C2=CC=C(N=CC=C3)C3=C2)C4=C1N(C5OCCCC5)N=C4. The yield is 32.1%.